From a dataset of the Open Reaction Database (ORD), a public repository of structured organic reaction records. describe an organic reaction: reactants, conditions, products, and yield Reactants: C1(=CC=CC=C1)O (phenol), BrCCBr (1,2-dibromethane), C(=O)([O-])[O-].[K+].[K+] (K2CO3). The solvent is C(C)#N (acetonitrile). Reaction conditions: temperature 60 celsius, time 8 hour. Product: BrCCOC1=CC=CC=C1 ((2-Bromo-ethoxy)-benzene). Yield: 93.8%. As a reaction SMILES: [C:1]1([OH:7])[CH:6]=[CH:5][CH:4]=[CH:3][CH:2]=1.[Br:8][CH2:9][CH2:10]Br.C([O-])([O-])=O.[K+].[K+]>C(#N)C>[Br:8][CH2:9][CH2:10][O:7][C:1]1[CH:6]=[CH:5][CH:4]=[CH:3][CH:2]=1 |f:2.3.4|. Reported procedure: A suspension of phenol (5 g, 0.053 mol), 1,2-dibromethane (60 g, 0.319 mol) and K2CO3 (22 g, 0.16 mol) in dry acetonitrile (100 ml) was stirred at 60° C. overnight under nitrogen atmosphere. The reaction mixture was filtered and the solvent concentrated under reduced pressure. The residue was purified by column chromatography over silica gel using 10% ethyl acetate in petroleum ether as eluent to yield (10 g) of the sub-title compound as a solid. Starting materials: O=C(O)C1c2ccccc2Oc2ccccc21, C#CC(C)(C)N. The reagents and catalysts are C1CCN(C1)C(=[N+]2CCCC2)F.F[P-](F)(F)(F)(F)F (BTFFH), CCN(C(C)C)C(C)C (DIPEA). Run in CN(C)C=O (DMF), CN(C)C=O (DMF), CN(C)C=O (DMF), CN(C)C=O (DMF), CN(C)C=O (DMF), CN(C)C=O (DMF). Conditions: temperature 25 celsius, time 2 hour. Product: C#CC(C)(C)NC(=O)C1c2ccccc2Oc2ccccc21. The yield is 77.3%. As a reaction SMILES: C#CC(C)(C)N.O=C(O)C1c2ccccc2Oc2ccccc21.C1CCN(C1)C(=[N+]2CCCC2)F.F[P-](F)(F)(F)(F)F.CCN(C(C)C)C(C)C.CN(C)C=O>>C#CC(C)(C)NC(=O)C1c2ccccc2Oc2ccccc21. The reactants are N1CCC2=CC(=CC=C12)NC(CCCCCC)C ([2,3-dihydro-1H-indol-5-yl]-(1-methyl-heptyl)-amine), ClC1=NC=NC2=CC(=C(C=C12)OC)OC (4-chloro-6,7-dimethoxy-quinazoline). Solvent: CC(C)O (i-PrOH). Product: COC=1C=C2C(=NC=NC2=CC1OC)N1CCC2=CC(=CC=C12)NC(CCCCCC)C ([1-(6,7-Dimethoxy-quinazolin-4-yl)-2,3-dihydro-1H-indol-5-yl]-(1-methyl-heptyl)-amine). Yield: 96.0%. Reaction SMILES: [NH:1]1[C:9]2[C:4](=[CH:5][C:6]([NH:10][CH:11]([CH3:18])[CH2:12][CH2:13][CH2:14][CH2:15][CH2:16][CH3:17])=[CH:7][CH:8]=2)[CH2:3][CH2:2]1.Cl[C:20]1[C:29]2[C:24](=[CH:25][C:26]([O:32][CH3:33])=[C:27]([O:30][CH3:31])[CH:28]=2)[N:23]=[CH:22][N:21]=1>CC(O)C>[CH3:31][O:30][C:27]1[CH:28]=[C:29]2[C:24](=[CH:25][C:26]=1[O:32][CH3:33])[N:23]=[CH:22][N:21]=[C:20]2[N:1]1[C:9]2[C:4](=[CH:5][C:6]([NH:10][CH:11]([CH3:18])[CH2:12][CH2:13][CH2:14][CH2:15][CH2:16][CH3:17])=[CH:7][CH:8]=2)[CH2:3][CH2:2]1. Procedure: Utilizing a procedure analogous to that described in Example 1, this product was prepared in 96% yield from [2,3-dihydro-1H-indol-5-yl]-(1-methyl-heptyl)-amine (1.1 eq.), and 4-chloro-6,7-dimethoxy-quinazoline (1.0 eq) in i-PrOH. (M.P. 61°-63° C.; GC-MS: 434 (M+); anal. RP18-HPLC RT: 6.91 min.). Reaction conditions: time 3 hour. Run in C(C)(=O)OCC (ethyl acetate). Starting materials: C12H22N2O2, C(C)(C)(C)OC(=O)ON=C(C#N)C1=CC=CC=C1 (2-(t-butoxycarbonyloxyimino)-2-phenylacetonitrile), C1(CC1)N1CCNCC1 (1-cyclopropylpiperazine), Cl (HCl). Reaction SMILES: [C:1]([O:5][C:6]([O:8]N=C(C1C=CC=CC=1)C#N)=O)([CH3:4])([CH3:3])[CH3:2].[CH:19]1([N:22]2[CH2:27][CH2:26][NH:25][CH2:24][CH2:23]2)[CH2:21][CH2:20]1.Cl>C(OCC)(=O)C>[CH:19]1([N:22]2[CH2:27][CH2:26][N:25]([C:6]([O:5][C:1]([CH3:2])([CH3:3])[CH3:4])=[O:8])[CH2:24][CH2:23]2)[CH2:21][CH2:20]1. Yields the product C1(CC1)N1CCN(CC1)C(=O)OC(C)(C)C (1-cyclopropyl-4-(1,1-dimethylethoxycarbonyl)piperazine). Reported procedure: Solid 2-(t-butoxycarbonyloxyimino)-2-phenylacetonitrile (3.2 g, 0.013 mole) was added in one portion to a solution of 1.5 g (0.012 mole) 1-cyclopropylpiperazine in 30 ml ethyl acetate. The solution was stirred at room temperature for 3 hours and then treated with 100 ml dilute aqueous HCl. The aqueous phase was separated, extracted with additional ethyl acetate (discarded), treated with excess 10% NaOH, and extracted with ether. The ether extracts were dried (MgSO4), filtered, and evaporated in ... Starting materials: O=C1SC(C(N1)=O)CC1=CC=C(OCC(=O)NC2=C(C=C(C=C2)OC2=CC(=C(C(=C2)C(C)(C)C)O)C(C)(C)C)N(C(OC(C)(C)C)=O)C)C=C1 (t-butyl N-{2-[4-(2,4-dioxothiazolidin-5-ylmethyl)phenoxyacetylamino]-5-(3,5-di-t-butyl-4-hydroxyphenoxy)phenyl}-N-methylcarbamate), Cl.O1CCOCC1 (hydrogen chloride dioxane). Conditions: time 17 hour. Product: Cl.C(C)(C)(C)C=1C=C(OC=2C=CC3=C(N(C(=N3)COC3=CC=C(CC4C(NC(S4)=O)=O)C=C3)C)C2)C=C(C1O)C(C)(C)C (5-{4-[6-(3,5-Di-t-butyl-4-hydroxyphenoxy)-1-methyl-1H-benzimidazole-2-ylmethoxy]benzyl}thiazolidine-2,4-dione hydrochloride). As a reaction SMILES: [O:1]=[C:2]1[NH:6][C:5](=[O:7])[CH:4]([CH2:8][C:9]2[CH:50]=[CH:49][C:12]([O:13][CH2:14][C:15]([NH:17][C:18]3[CH:23]=[CH:22][C:21]([O:24][C:25]4[CH:30]=[C:29]([C:31]([CH3:34])([CH3:33])[CH3:32])[C:28]([OH:35])=[C:27]([C:36]([CH3:39])([CH3:38])[CH3:37])[CH:26]=4)=[CH:20][C:19]=3[N:40]([CH3:48])C(=O)OC(C)(C)C)=O)=[CH:11][CH:10]=2)[S:3]1.[ClH:51].O1CCOCC1>>[ClH:51].[C:36]([C:27]1[CH:26]=[C:25]([CH:30]=[C:29]([C:31]([CH3:32])([CH3:34])[CH3:33])[C:28]=1[OH:35])[O:24][C:21]1[CH:22]=[CH:23][C:18]2[N:17]=[C:15]([CH2:14][O:13][C:12]3[CH:11]=[CH:10][C:9]([CH2:8][CH:4]4[S:3][C:2](=[O:1])[NH:6][C:5]4=[O:7])=[CH:50][CH:49]=3)[N:40]([CH3:48])[C:19]=2[CH:20]=1)([CH3:39])([CH3:38])[CH3:37] |f:1.2,3.4|. Reported procedure: A mixture of t-butyl N-{2-[4-(2,4-dioxothiazolidin-5-ylmethyl)phenoxyacetylamino]-5-(3,5-di-t-butyl-4-hydroxyphenoxy)phenyl}-N-methylcarbamate (0.72 g) and 4N hydrogen chloride/dioxane (20 ml) was stirred at room temperature for 17 hours. The solvent of the reaction mixture was evaporated to dryness. To the residue was added ethyl acetate and insoluble product was isolated by filtration and washed with ethyl acetate to give the title compound (0.41 g). Starting materials: O=C(Cl)c1ccc2c(c1)Sc1ccccc1CC2=O, [Na], C1CCOC1, O=C(O)CCO. The product is O=C(O)CCOC(=O)c1ccc2c(c1)Sc1ccccc1CC2=O. Reaction SMILES: [Cl:1][C:2](=[O:3])[c:4]1[cH:5][cH:6][c:7]2[c:8]([cH:19]1)[S:9][c:10]1[c:11]([cH:15][cH:16][cH:17][cH:18]1)[CH2:12][C:13]2=[O:14].[Na:20].[O:27]1[CH2:28][CH2:29][CH2:30][CH2:31]1.[OH:21][CH2:22][CH2:23][C:24](=[O:25])[OH:26]>>[C:2](=[O:3])([c:4]1[cH:5][cH:6][c:7]2[c:8]([cH:19]1)[S:9][c:10]1[c:11]([cH:15][cH:16][cH:17][cH:18]1)[CH2:12][C:13]2=[O:14])[O:21][CH2:22][CH2:23][C:24](=[O:25])[OH:26]. The reactants are CCCCCC(=O)NC(C)CCCC(C)(C)O, O, Oc1cccc(O)c1, Cc1ccc(S(=O)(=O)O)cc1. The product is CCCCCC(=O)NC(C)CCCC(C)(C)c1ccc(O)cc1O. As a reaction SMILES: [C:9]([CH2:10][CH2:11][CH2:12][CH2:13][CH3:14])(=[O:15])[NH:16][CH:17]([CH3:18])[CH2:19][CH2:20][CH2:21][C:22]([CH3:23])([CH3:24])[OH:25].[OH2:37].[OH:1][c:2]1[cH:3][cH:4][cH:5][c:6]([OH:7])[cH:8]1.[c:26]1([CH3:27])[cH:28][cH:29][c:30]([S:31]([OH:32])(=[O:33])=[O:34])[cH:35][cH:36]1>>[OH:1][c:2]1[cH:3][cH:4][c:5]([C:22]([CH2:21][CH2:20][CH2:19][CH:17]([NH:16][C:9]([CH2:10][CH2:11][CH2:12][CH2:13][CH3:14])=[O:15])[CH3:18])([CH3:23])[CH3:24])[c:6]([OH:7])[cH:8]1.